describe an organic reaction: reactants, conditions, products, and yield From a dataset of the Open Reaction Database (ORD), a public repository of structured organic reaction records. Starting materials: NC=1C(=C(C(=O)OC)C=CC1)NCC1=CC=C(C=C1)C1=C(C=CC=C1)C#N (methyl 3-amino-2-[(2′-cyanobiphenyl-4-yl)methylamino]benzoate), ClC(=O)OC (methyl chloroformate). The solvent is N1=CC=CC=C1 (pyridine). Run at time 3 hour. Yields the product C(#N)C1=C(C=CC=C1)C1=CC=C(C=C1)CNC1=C(C(=O)OC)C=CC=C1NC(=O)OC (Methyl 2-[(2′-cyanobiphenyl-4-yl)methylamino]-3-methoxycarbonylaminobenzoate). The yield is 90.0%. Reaction SMILES: [NH2:1][C:2]1[C:3]([NH:12][CH2:13][C:14]2[CH:19]=[CH:18][C:17]([C:20]3[CH:25]=[CH:24][CH:23]=[CH:22][C:21]=3[C:26]#[N:27])=[CH:16][CH:15]=2)=[C:4]([CH:9]=[CH:10][CH:11]=1)[C:5]([O:7][CH3:8])=[O:6].Cl[C:29]([O:31][CH3:32])=[O:30]>N1C=CC=CC=1>[C:26]([C:21]1[CH:22]=[CH:23][CH:24]=[CH:25][C:20]=1[C:17]1[CH:18]=[CH:19][C:14]([CH2:13][NH:12][C:3]2[C:2]([NH:1][C:29]([O:31][CH3:32])=[O:30])=[CH:11][CH:10]=[CH:9][C:4]=2[C:5]([O:7][CH3:8])=[O:6])=[CH:15][CH:16]=1)#[N:27]. Procedure details: To a stirred solution of methyl 3-amino-2-[(2′-cyanobiphenyl-4-yl)methylamino]benzoate (10 g) in pyridine (50 ml) was added dropwise methyl chloroformate (9.0 ml) under ice-cooling. The mixture was stirred at room temperature for 3 hours and concentrated. The residue was extracted with ethyl acetate. The extract was washed with water, dried and evaporated. The residue was recrystallized from ethyl acetate—hexane to afford pale yellow needles (10.5 g, 90%), m.p. 113-115° C. Starting materials: C(C)[Mg]Br (ethylmagnesium bromide), COC=1C=C(C=O)C=CC1OC (3,4-dimethoxy-benzaldehyde). Reagents/catalysts: [Cl-].[Ti+4].[Cl-].[Cl-].[Cl-] (titanium chloride), [Cl-].[Cl-].[CH-]1C=CC=C1.[CH-]1C=CC=C1.[Zr+2] (zirconocene dichloride). Run in O1CCCC1 (tetrahydrofuran), O1CCCC1 (tetrahydrofuran). Reaction conditions: temperature -78 celsius, time 15 minute. The product is C1(CC1)C1=CC(=C(C=C1)OC)OC (4-cyclopropyl-1,2-dimethoxy-benzene), residue. The yield is 19.0%. RXN SMILES: [CH2:1]([Mg]Br)[CH3:2].[CH3:5][O:6][C:7]1[CH:8]=[C:9]([CH:12]=[CH:13][C:14]=1[O:15][CH3:16])[CH:10]=O>O1CCCC1.[Cl-].[Cl-].[CH-]1C=CC=C1.[CH-]1C=CC=C1.[Zr+2].[Cl-].[Ti+4].[Cl-].[Cl-].[Cl-]>[CH:10]1([C:9]2[CH:12]=[CH:13][C:14]([O:15][CH3:16])=[C:7]([O:6][CH3:5])[CH:8]=2)[CH2:2][CH2:1]1 |f:3.4.5.6.7,8.9.10.11.12|. Procedure details: To a solution of zirconocene dichloride (1.76 g, 6.02 mmols) in dry tetrahydrofuran (25 ml), was slowly added ethylmagnesium bromide (12 ml, 1 M in tetrahydrofuran, 12 mmol) at −78° C. The green solution was stirred for 15 minutes at −78° C. and then warmed to 2° C. until the reaction color turned red (15 minutes). A solution of 3,4-dimethoxy-benzaldehyde (1.00 g, 6.02 mmol) in dry tetrahydrofuran (20 ml) was added and the reaction was allowed to warm up to room temperature over 1.5 hours. Solve... The reactants are C(C1=CC=CO1)O (furfuryl alcohol), BrCC(=O)OCC (ethyl bromoacetate), O1CCCC1 (tetrahydrofuran), [H-].[Na+] (sodium hydride). Run in C(C)(=O)OCC.ClCCl (ethyl acetate dichloromethane). Reaction conditions: time 18 hour. Yields the product O1C(=CC=C1)COCC(=O)OCC (ethyl fur-2-ylmethoxyacetate). Reaction SMILES: [CH2:1]([OH:7])[C:2]1[O:6][CH:5]=[CH:4][CH:3]=1.O1CCCC1.[H-].[Na+].Br[CH2:16][C:17]([O:19][CH2:20][CH3:21])=[O:18]>C(OCC)(=O)C.ClCCl>[O:6]1[CH:5]=[CH:4][CH:3]=[C:2]1[CH2:1][O:7][CH2:16][C:17]([O:19][CH2:20][CH3:21])=[O:18] |f:2.3,5.6|. Procedure details: Combine furfuryl alcohol (1 mL, 11.6 mmol) and tetrahydrofuran (20 mL). Add portionwise sodium hydride (0.57 g, 60% in oil, 14 mmol). After gas evolution ceases, add ethyl bromoacetate (1.3 mL, 11.7 mmol). Heat to reflux. After 2.5 hours cool to ambient temperature. After 18 hours, partition the reaction mixture between ethyl acetate and water. Separate the aqueous layer and extract twice with ethyl acetate. Combine the organic layers and extract with saturated aqueous sodium chloride solution, ...